Dataset: the Open Reaction Database (ORD), a public repository of structured organic reaction records. Task: describe an organic reaction: reactants, conditions, products, and yield Starting materials: O=C1CCCO1, Nc1ccccc1, O. The product is O=C1CCCN1c1ccccc1. RXN SMILES: [C:8]1(=[O:13])[CH2:9][CH2:10][CH2:11][O:12]1.[NH2:1][c:2]1[cH:3][cH:4][cH:5][cH:6][cH:7]1.[OH2:14]>>[N:1]1([c:2]2[cH:3][cH:4][cH:5][cH:6][cH:7]2)[CH2:8][CH2:9][CH2:10][C:11]1=[O:12]. The reactants are CC(c1cccc2ccccc12)N(CC1CNCCC1c1ccccc1)C(=O)OC(C)(C)C, CC(=O)O, CN(C)C=O, O=Cc1ccoc1. Yields the product CC(c1cccc2ccccc12)N(CC1CN(Cc2ccoc2)CCC1c1ccccc1)C(=O)OC(C)(C)C. RXN SMILES: [C:1]([CH3:2])([CH3:3])([CH3:4])[O:5][C:6]([N:7]([CH2:8][CH:9]1[CH2:10][NH:11][CH2:12][CH2:13][CH:14]1[c:15]1[cH:16][cH:17][cH:18][cH:19][cH:20]1)[CH:21]([CH3:22])[c:23]1[cH:24][cH:25][cH:26][c:27]2[cH:28][cH:29][cH:30][cH:31][c:32]12)=[O:33].[CH3:41][C:42](=[O:43])[OH:44].[O:45]=[CH:46][N:47]([CH3:48])[CH3:49].[o:34]1[cH:35][c:36]([CH:39]=[O:40])[cH:37][cH:38]1>>[C:1]([CH3:2])([CH3:3])([CH3:4])[O:5][C:6]([N:7]([CH2:8][CH:9]1[CH2:10][N:11]([CH2:39][c:36]2[cH:35][o:34][cH:38][cH:37]2)[CH2:12][CH2:13][CH:14]1[c:15]1[cH:16][cH:17][cH:18][cH:19][cH:20]1)[CH:21]([CH3:22])[c:23]1[cH:24][cH:25][cH:26][c:27]2[cH:28][cH:29][cH:30][cH:31][c:32]12)=[O:33].